Dataset: the Open Reaction Database (ORD), a public repository of structured organic reaction records. Task: describe an organic reaction: reactants, conditions, products, and yield Starting materials: BrCCCCCCCCCCC=C(C)C (1-Bromo-12-methyl-11-tridecene), C1(=CC=CC=C1)P(C1=CC=CC=C1)C1=CC=CC=C1 (triphenylphosphine). Solvent: C(C)#N (acetonitrile). The product is [Br-].CC(=CCCCCCCCCCC[P+](C1=CC=CC=C1)(C1=CC=CC=C1)C1=CC=CC=C1)C (12-Methyl-11-tridecenyl-triphenylphosphonium Bromide). RXN SMILES: [Br:1][CH2:2][CH2:3][CH2:4][CH2:5][CH2:6][CH2:7][CH2:8][CH2:9][CH2:10][CH2:11][CH:12]=[C:13]([CH3:15])[CH3:14].[C:16]1([P:22]([C:29]2[CH:34]=[CH:33][CH:32]=[CH:31][CH:30]=2)[C:23]2[CH:28]=[CH:27][CH:26]=[CH:25][CH:24]=2)[CH:21]=[CH:20][CH:19]=[CH:18][CH:17]=1>C(#N)C>[Br-:1].[CH3:14][C:13]([CH3:15])=[CH:12][CH2:11][CH2:10][CH2:9][CH2:8][CH2:7][CH2:6][CH2:5][CH2:4][CH2:3][CH2:2][P+:22]([C:23]1[CH:24]=[CH:25][CH:26]=[CH:27][CH:28]=1)([C:29]1[CH:34]=[CH:33][CH:32]=[CH:31][CH:30]=1)[C:16]1[CH:17]=[CH:18][CH:19]=[CH:20][CH:21]=1 |f:3.4|. Procedure: 1-Bromo-12-methyl-11-tridecene (4.4 g, 16 mmoles) and triphenylphosphine (4.65 g, 17 mmoles) dissolved in acetonitrile (80 ml) were heated to reflux for 4 days, cooled and concentrated in vacuo. The residue was chromatographed on silica gel eluted with chloroform and then with methanol-chloroform (2:3). Fractions containing the product were concentrated in vacuo, triturated with ether, filtered and dried in vacuo to afford the desired phosphonium salt. Starting materials: CC(C)(C)OC(=O)N1CCCC(Nc2c(C(N)=O)cnc3[nH]ccc23)C1, Cl, C1COCCO1. Product: Cl, NC(=O)c1cnc2[nH]ccc2c1NC1CCCNC1. Reaction SMILES: [C:1]([O:2][C:3](=[O:4])[N:8]1[CH2:9][CH:10]([NH:14][c:15]2[c:16]3[c:17]([n:18][cH:19][c:20]2[C:21](=[O:22])[NH2:23])[nH:24][cH:25][cH:26]3)[CH2:11][CH2:12][CH2:13]1)([CH3:5])([CH3:6])[CH3:7].[ClH:27].[O:28]1[CH2:29][CH2:30][O:31][CH2:32][CH2:33]1>>[ClH:27].[NH:8]1[CH2:9][CH:10]([NH:14][c:15]2[c:16]3[c:17]([n:18][cH:19][c:20]2[C:21](=[O:22])[NH2:23])[nH:24][cH:25][cH:26]3)[CH2:11][CH2:12][CH2:13]1. Starting materials: O1CCC(=CC1)C1=NC=CC(=C1)[N+](=O)[O-] (2-(3,6-dihydro-2H-pyran-4-yl)-4-nitro-pyridine). The reagents and catalysts are [Pd] (palladium on charcoal). Solvent: O1CCCC1 (tetrahydrofuran), C(C)(=O)O (acetic acid). Conditions: time 16 hour. The product is O1CCC(CC1)C1=NC=CC(=C1)N (2-(tetrahydro-pyran-4-yl)-pyridin-4-ylamine). The yield is 99.8%. As a reaction SMILES: [O:1]1[CH2:6][CH:5]=[C:4]([C:7]2[CH:12]=[C:11]([N+:13]([O-])=O)[CH:10]=[CH:9][N:8]=2)[CH2:3][CH2:2]1>O1CCCC1.C(O)(=O)C.[Pd]>[O:1]1[CH2:6][CH2:5][CH:4]([C:7]2[CH:12]=[C:11]([NH2:13])[CH:10]=[CH:9][N:8]=2)[CH2:3][CH2:2]1. Procedure: To a stirred solution of 550 g (26.7 mmol) 2-(3,6-dihydro-2H-pyran-4-yl)-4-nitro-pyridine in 230 ml tetrahydrofuran and 5 ml glacial acetic acid was added 2.84 g of 10% palladium on charcoal and the mixture was then stirred for 16 h under an atmosphere of hydrogen at room temperature and 1.7 bar pressure. The mixture was then filtered, washing with methanol, and the filtrate concentrated in vacuo. Flash chromatography (methanol/dichloromethane/triethylamine 100/5/1) afforded 4.75 g (100%) 2-(tet...